From a dataset of the Open Reaction Database (ORD), a public repository of structured organic reaction records. describe an organic reaction: reactants, conditions, products, and yield Reactants: E1, ClC=1C=C2N(C(N1)=O)CCN2C (7-chloro-1-methyl-2,3-dihydroimidazo[1,2-c]pyrimidin-5(1H)-one), ClC1=C(C#N)C=CC(=C1)OC1=C(C=C(C=C1)CO)C#N (2-chloro-4-(2-cyano-4-(hydroxymethyl)phenoxy)benzonitrile), [H-].[Na+] (sodium hydride). Run in C1CCOC1 (THF). The product is ClC1=C(C#N)C=CC(=C1)OC1=C(C=C(C=C1)COC=1C=C2N(C(N1)=O)CCN2C)C#N (2-chloro-4-(2-cyano-4-(((1-methyl-5-oxo-1,2,3,5-tetrahydroimidazo[1,2-c]pyrimidin-7-yl)oxy)methyl)phenoxy)benzonitrile). RXN SMILES: [Cl:1][C:2]1[CH:9]=[C:8]([O:10][C:11]2[CH:16]=[CH:15][C:14]([CH2:17][OH:18])=[CH:13][C:12]=2[C:19]#[N:20])[CH:7]=[CH:6][C:3]=1[C:4]#[N:5].[H-].[Na+].Cl[C:24]1[CH:25]=[C:26]2[N:33]([CH3:34])[CH2:32][CH2:31][N:27]2[C:28](=[O:30])[N:29]=1>C1COCC1>[Cl:1][C:2]1[CH:9]=[C:8]([O:10][C:11]2[CH:16]=[CH:15][C:14]([CH2:17][O:18][C:24]3[CH:25]=[C:26]4[N:33]([CH3:34])[CH2:32][CH2:31][N:27]4[C:28](=[O:30])[N:29]=3)=[CH:13][C:12]=2[C:19]#[N:20])[CH:7]=[CH:6][C:3]=1[C:4]#[N:5] |f:1.2|. Procedure: Prepared in a manner similar to that described for E1 using 2-chloro-4-(2-cyano-4-(hydroxymethyl)phenoxy)benzonitrile (60 mg, 0.211 mmol) in THF (S mL), sodium hydride (12.64 mg, 0.316 mmol) and 7-chloro-1-methyl-2,3-dihydroimidazo[1,2-c]pyrimidin-5(1H)-one (39.1 mg, 0.211 mmol).